This data is from the Open Reaction Database (ORD), a public repository of structured organic reaction records. The task is: describe an organic reaction: reactants, conditions, products, and yield The yield is 103.3%. As a reaction SMILES: [C:1]([C@@H:3]1[CH2:7][CH2:6][CH2:5][N:4]1[C:8]([C@@H:10]1[C@H:15]2[CH2:16][C@H:12]([C@H:13]([O:17][CH2:18][C@@H:19]([OH:22])CO)[CH2:14]2)[N:11]1[C:23]([O:25][C:26]([CH3:29])([CH3:28])[CH3:27])=[O:24])=[O:9])#[N:2].[Na]>CO.O.C(OCC)(=O)C>[C:1]([C@@H:3]1[CH2:7][CH2:6][CH2:5][N:4]1[C:8]([C@@H:10]1[C@H:15]2[CH2:16][C@H:12]([C@H:13]([O:17][CH2:18][CH:19]=[O:22])[CH2:14]2)[N:11]1[C:23]([O:25][C:26]([CH3:29])([CH3:28])[CH3:27])=[O:24])=[O:9])#[N:2] |^1:29|. Starting materials: C(#N)[C@H]1N(CCC1)C(=O)[C@H]1N([C@H]2[C@@H](C[C@@H]1C2)OC[C@H](CO)O)C(=O)OC(C)(C)C (tert-Butyl (1R,3S,4S,6R)-3-{[(2S)-2-cyano-1-pyrrolidinyl]carbonyl}-6-{[(2S)-2,3-dihydroxypropyl]oxy}-2-azabicyclo[2.2.1]heptane-2-carboxylate), [Na] (sodium). Run in CO (methanol), O (water), C(C)(=O)OCC (ethyl acetate). Procedure: To a solution of tert-butyl (1R,3S,4S,6R)-3-{[(2S)-2-cyano-1-pyrrolidinyl]carbonyl}-6-{[(2S)-2,3-dihydroxypropyl]oxy}-2-azabicyclo[2.2.1]heptane-2-carboxylate obtained in Example 23–1 (250 mg) in methanol (5 mL) and water (5 mL), was added sodium periodinate (522 mg). The mixture was stirred at room temperature for 20 minutes. The reaction mixture was diluted with ethyl acetate, and washed successively with water and brine. The organic phase was dried over sodium sulfate and evaporated in vacuo ... Reaction conditions: time 20 minute. Product: C(#N)[C@H]1N(CCC1)C(=O)[C@H]1N([C@H]2[C@@H](C[C@@H]1C2)OCC=O)C(=O)OC(C)(C)C (tert-Butyl (1R,3S,4S,6R)-3-{[(2S)-2-cyano-1-pyrrolidinyl]carbonyl}-6-(2-oxoethoxy)-2-azabicyclo[2.2.1]heptane-2-carboxylate). Starting materials: CC(=O)O, CCOC(=O)c1cn(C2CC2)c2c(C)c(F)c(F)c([N+](=O)[O-])c2c1=O. Yields the product CCOC(=O)c1cn(C2CC2)c2c(C)c(F)c(F)c(N)c2c1=O. Reaction SMILES: [CH3:26][C:27](=[O:28])[OH:29].[CH:1]1([n:4]2[cH:5][c:6]([C:21](=[O:22])[O:23][CH2:24][CH3:25])[c:7](=[O:20])[c:8]3[c:9]([N+:17]([O-:18])=[O:19])[c:10]([F:16])[c:11]([F:15])[c:12]([CH3:14])[c:13]23)[CH2:2][CH2:3]1>>[CH:1]1([n:4]2[cH:5][c:6]([C:21](=[O:22])[O:23][CH2:24][CH3:25])[c:7](=[O:20])[c:8]3[c:9]([NH2:17])[c:10]([F:16])[c:11]([F:15])[c:12]([CH3:14])[c:13]23)[CH2:2][CH2:3]1. Reactants: ClC1=C(C=C(C=C1)I)C1=CC2=C(N(C1=O)C)N(N=C2)C2=C(C=CC=C2F)F (5-(2-chloro-5-iodophenyl)-1-(2,6-difluorophenyl)-7-methyl-1H-pyrazolo[3,4-b]pyridin-6(7H)-one), [Cu]C#N (copper(I) cyanide). The solvent is CN(C)C=O (DMF). Conditions: temperature 140 celsius. The product is ClC1=C(C=C(C#N)C=C1)C1=CC2=C(N(C1=O)C)N(N=C2)C2=C(C=CC=C2F)F (4-chloro-3-(1-(2,6-difluorophenyl)-7-methyl-6-oxo-6,7-dihydro-1H-pyrazolo[3,4-b]pyridin-5-yl)benzonitrile). Reaction SMILES: [Cl:1][C:2]1[CH:7]=[CH:6][C:5](I)=[CH:4][C:3]=1[C:9]1[C:14](=[O:15])[N:13]([CH3:16])[C:12]2[N:17]([C:20]3[C:25]([F:26])=[CH:24][CH:23]=[CH:22][C:21]=3[F:27])[N:18]=[CH:19][C:11]=2[CH:10]=1.[Cu][C:29]#[N:30]>CN(C=O)C>[Cl:1][C:2]1[CH:7]=[CH:6][C:5]([C:29]#[N:30])=[CH:4][C:3]=1[C:9]1[C:14](=[O:15])[N:13]([CH3:16])[C:12]2[N:17]([C:20]3[C:25]([F:26])=[CH:24][CH:23]=[CH:22][C:21]=3[F:27])[N:18]=[CH:19][C:11]=2[CH:10]=1. Reported procedure: A mixture of 5-(2-chloro-5-iodophenyl)-1-(2,6-difluorophenyl)-7-methyl-1H-pyrazolo[3,4-b]pyridin-6(7H)-one (60 mg, 0.12 mmol) and copper(I) cyanide (54 mg, 0.6 mmol) in DMF (1.5 mL) were heated in a microwave at 140° C. for 1 h. LC-MS indicates ˜60% conversion to the desired product. Additional copper(I) cyanide (100 mg) was added and the reaction mixture was heated for another 1 h in the microwave at 140° C. The reaction mixture was diluted in DCM (20 mL), washed with brine (2×15 mL), dried ove... Reactants: ClCCOC1=C(C=C2C(=C(C=NC2=C1)C#N)Cl)OC (7-(2-chloro-ethoxy)-4-chloro-6-methoxy-quinoline-3-carbonitrile), Cl.N1=CC=CC=C1 (pyridine hydrochloride), C(OC)([O-])=O (methyl carbonate), ClC1=CC(=C(N)C=C1O)F (4-chloro-2-fluoro-5-hydroxy-aniline). Solvent: C(C)OCCO (2-ethoxyethanol). Yields the product ClC1=CC(=C(C=C1O)NC1=C(C=NC2=CC(=C(C=C12)OC)OCCCl)C#N)F (4-(4-Chloro-2-fluoro-5-hydroxy-phenylamino)-7-(2-chloro-ethoxy)-6-methoxy-quinoline-3-carbonitrile). As a reaction SMILES: [Cl:1][CH2:2][CH2:3][O:4][C:5]1[CH:14]=[C:13]2[C:8]([C:9](Cl)=[C:10]([C:15]#[N:16])[CH:11]=[N:12]2)=[CH:7][C:6]=1[O:18][CH3:19].C(=O)([O-])OC.[Cl:25][C:26]1[C:32]([OH:33])=[CH:31][C:29]([NH2:30])=[C:28]([F:34])[CH:27]=1.Cl.N1C=CC=CC=1>C(OCCO)C>[Cl:25][C:26]1[C:32]([OH:33])=[CH:31][C:29]([NH:30][C:9]2[C:8]3[C:13](=[CH:14][C:5]([O:4][CH2:3][CH2:2][Cl:1])=[C:6]([O:18][CH3:19])[CH:7]=3)[N:12]=[CH:11][C:10]=2[C:15]#[N:16])=[C:28]([F:34])[CH:27]=1 |f:3.4|. Reported procedure: By using the above method, starting with 3 g of 7-(2-chloro-ethoxy)-4-chloro-6-methoxy-quinoline-3-carbonitrile, 2.46 g of the methyl carbonate of 4-chloro-2-fluoro-5-hydroxy-aniline, and 1.18 g of pyridine hydrochloride in 31 ml of 2-ethoxyethanol, 2.2 g of the title compound was obtained as a tan solid: mass spectrum (electrospray, m/e) M+H 421.9. The reactants are C(C)(C)(C)OC(=O)N1CCN(CC1)CCN (4-(2-amino-ethyl)-piperazine-1-carboxylic acid tert-butyl ester), C(C)(=O)Cl (acetyl chloride). Product: Cl.N1(CCNCC1)CCNC(C)=O (N-(2-piperazin-1-yl-ethyl)-acetamide hydrochloride). RXN SMILES: C(OC([N:8]1[CH2:13][CH2:12][N:11]([CH2:14][CH2:15][NH2:16])[CH2:10][CH2:9]1)=O)(C)(C)C.[C:17]([Cl:20])(=[O:19])[CH3:18]>>[ClH:20].[N:11]1([CH2:14][CH2:15][NH:16][C:17](=[O:19])[CH3:18])[CH2:10][CH2:9][NH:8][CH2:13][CH2:12]1 |f:2.3|. Reported procedure: N-(2-piperazin-1-yl-ethyl)-acetamide hydrochloride was prepared from 4-(2-amino-ethyl)-piperazine-1-carboxylic acid tert-butyl ester and acetyl chloride in an analogous manner as described in example 22. The reactants are C(C1=CC=CC=C1)(=O)N[C@H](C(=O)N(CC1=CC=CC=C1)CC(=O)O)C(C)C (((2(S)-Benzoylamino-3-methylbutyryl)benzylamino)acetic Acid), compound 724, C(C)(C)(C)OC(C[C@@H](C(O)C=1OC=C(N1)C1=C(C=CC=C1Cl)Cl)NC(CN(CC1=CC=CC=C1)C([C@H](C(C)C)NC(C1=CC=CC=C1)=O)=O)=O)=O (3(S)-(2-((2(S)-Benzoylamino-3-methylbutyryl)benzylamino)acetylamino)-4-(4-(2,6-dichlorophenyl)-oxazol-2-yl)-4-hydroxybutyric Acid tert-Butyl Ester), C(C1=CC=CC=C1)(=O)N[C@H](C(=O)N(CC(=O)N[C@@H](CC(=O)O)C(=O)C=1OC=C(N1)C1=C(C=CC=C1Cl)Cl)CC1=CC=CC=C1)C(C)C (3(S)-(2-((2(S)-Benzoylamino-3-methylbutyryl)benzylamino)acetylamino)-4-(4-(2,6-dichlorophenyl)-oxazol-2-yl)-4-oxobutyric Acid). The product is C(C1=CC=CC=C1)(=O)N[C@H](C(=O)N(CC(=O)N[C@@H](CC(=O)O)C(=O)C=1OC=C(N1)C1=CC(=CC(=C1)Cl)Cl)C1CC2=CC=CC=C2C1)C(C)C (3(S)-(2-((2(S)-Benzoylamino-3-methylbutyryl)indan-2-ylamino)acetylamino)-4-(4-(3,5-dichlorophenyl)oxazol-2-yl)-4-oxobutyric Acid). Reaction SMILES: [C:1]([NH:9][C@@H:10]([CH:45]([CH3:47])[CH3:46])[C:11]([N:13]([CH2:38][C:39]1[CH:44]=[CH:43][CH:42]=[CH:41][CH:40]=1)[CH2:14][C:15]([NH:17][C@H:18]([C:23]([C:25]1[O:26][CH:27]=[C:28](C2C(Cl)=CC=CC=2Cl)[N:29]=1)=[O:24])[CH2:19][C:20]([OH:22])=[O:21])=[O:16])=[O:12])(=[O:8])[C:2]1[CH:7]=[CH:6][CH:5]=[CH:4][CH:3]=1.[C:48](N[C@@H](C(C)C)C(N(CC(O)=O)CC1C=CC=CC=1)=O)(=O)[C:49]1C=CC=CC=1.C(OC(=O)C[C@H](NC(=O)CN(C(=O)[C@@H](NC(=O)C1C=CC=CC=1)C(C)C)CC1C=CC=CC=1)C(C1OC=C([C:90]2[C:95]([Cl:96])=[CH:94][CH:93]=[CH:92][C:91]=2[Cl:97])N=1)O)(C)(C)C>>[C:1]([NH:9][C@@H:10]([CH:45]([CH3:47])[CH3:46])[C:11]([N:13]([CH:38]1[CH2:39][C:40]2[C:49](=[CH:44][CH:43]=[CH:42][CH:41]=2)[CH2:48]1)[CH2:14][C:15]([NH:17][C@H:18]([C:23]([C:25]1[O:26][CH:27]=[C:28]([C:93]2[CH:94]=[C:95]([Cl:96])[CH:90]=[C:91]([Cl:97])[CH:92]=2)[N:29]=1)=[O:24])[CH2:19][C:20]([OH:22])=[O:21])=[O:16])=[O:12])(=[O:8])[C:2]1[CH:7]=[CH:6][CH:5]=[CH:4][CH:3]=1. Reported procedure: Compound 727 was prepared by a method similar to the method use to prepare compound 710, except compound 704 is replaced with compound 724 in the preparation of compound 708: 1H NMR (500 MHz, CD3OD) δ 8.73 (d), 8.38-8.21 (m), 8.20-8.11 (m), 7.81-7.72 (m), 7.50-7.32 (m), 7.14-6.93 (m), 5.52-5.40 (m), 5.22-5.13 (m), 5.08 (m), 4.96 (d), 4.56 (d), 4.48-4.37 (m), 4.21-4.10 (m), 3.98 (t), 3.82 (d), 3.26-3.11 (m), 3.10-2.88 (m), 2.25-2.12 (m), 1.04-0.83 (m). ##STR106## Starting materials: ClC=1C=C(C=NC1OC=1N=CC2=CC=CC=C2C1)N (5-chloro-6-(isoquinolin-3-yloxy)pyridin-3-amine), FC1=C(C=CC(=C1)F)S(=O)(=O)Cl (2,4-difluorobenzene-1-sulfonyl chloride). Product: ClC=1C=C(C=NC1OC=1N=CC2=CC=CC=C2C1)NS(=O)(=O)C1=C(C=C(C=C1)F)F (N-(5-Chloro-6-(isoquinolin-3-yloxy)pyridin-3-yl)-2,4-difluorobenzenesulfonamide). Reaction SMILES: [Cl:1][C:2]1[CH:3]=[C:4]([NH2:19])[CH:5]=[N:6][C:7]=1[O:8][C:9]1[N:10]=[CH:11][C:12]2[C:17]([CH:18]=1)=[CH:16][CH:15]=[CH:14][CH:13]=2.[F:20][C:21]1[CH:26]=[C:25]([F:27])[CH:24]=[CH:23][C:22]=1[S:28](Cl)(=[O:30])=[O:29]>>[Cl:1][C:2]1[CH:3]=[C:4]([NH:19][S:28]([C:22]2[CH:23]=[CH:24][C:25]([F:27])=[CH:26][C:21]=2[F:20])(=[O:30])=[O:29])[CH:5]=[N:6][C:7]=1[O:8][C:9]1[N:10]=[CH:11][C:12]2[C:17]([CH:18]=1)=[CH:16][CH:15]=[CH:14][CH:13]=2. Reported procedure: The title compound was prepared by reacting 5-chloro-6-(isoquinolin-3-yloxy)pyridin-3-amine (obtained as per procedure described in preparation 2) and 2,4-difluorobenzene-1-sulfonyl chloride.